The task is: describe an organic reaction: reactants, conditions, products, and yield. This data is from the Open Reaction Database (ORD), a public repository of structured organic reaction records. Reactants: CS(=O)(=O)N1C[C@H](CCC1)NC1=NC(=NC=C1C=1N=C2C(=NC1)N(C=C2)COCC[Si](C)(C)C)S(=O)(=O)C (((S)-1-methanesulfonyl-piperidin-3-yl)-{2-methanesulfonyl-5-[5-(2-trimethylsilanyl-ethoxymethyl)-5H-pyrrolo[2,3-b]pyrazin-2-yl]-pyrimidin-4-yl}-amine), O1CCOCC1 (dioxane), 1,1-pyridin-2-yl-piperazine, CS(=O)(=O)C (methylsulfone). As a reaction SMILES: [CH3:1][S:2]([N:5]1[CH2:10][CH2:9][CH2:8][C@H:7]([NH:11][C:12]2[C:17]([C:18]3[N:19]=[C:20]4[CH:26]=[CH:25][N:24](COCC[Si](C)(C)C)[C:21]4=[N:22][CH:23]=3)=[CH:16][N:15]=[C:14](S(C)(=O)=O)[N:13]=2)[CH2:6]1)(=[O:4])=[O:3].CS(C)(=O)=O.O1[CH2:49][CH2:48]OCC1>>[CH3:1][S:2]([N:5]1[CH2:10][CH2:9][CH2:8][C@H:7]([NH:11][C:12]2[C:17]([C:18]3[N:19]=[C:20]4[CH:26]=[CH:25][NH:24][C:21]4=[N:22][CH:23]=3)=[CH:16][N:15]=[C:14]([N:19]3[CH2:20][CH2:21][N:22]([C:49]4[CH:48]=[CH:8][CH:7]=[CH:6][N:5]=4)[CH2:23][CH2:18]3)[N:13]=2)[CH2:6]1)(=[O:3])=[O:4]. Reported procedure: In a dioxane solution of ((S)-1-methanesulfonyl-piperidin-3-yl)-{2-methanesulfonyl-5-[5-(2-trimethylsilanyl-ethoxymethyl)-5H-pyrrolo[2,3-b]pyrazin-2-yl]-pyrimidin-4-yl}-amine derived from Example 84, step 1,1-pyridin-2-yl-piperazine was used to displace the methylsulfone similar to examples above and the de-protection step was similar to step 5, Example 76, to give ((S)-1-methanesulfonyl-piperidin-3-yl)-[2-(4-pyridin-2-yl-piperazin-1-yl)-5-(5H-pyrrolo[2,3-b]pyrazin-2-yl)-pyrimidin-4-yl]-amine. M... The product is CS(=O)(=O)N1C[C@H](CCC1)NC1=NC(=NC=C1C=1N=C2C(=NC1)NC=C2)N2CCN(CC2)C2=NC=CC=C2 (((S)-1-methanesulfonyl-piperidin-3-yl)-[2-(4-pyridin-2-yl-piperazin-1-yl)-5-(5H-pyrrolo[2,3-b]pyrazin-2-yl)-pyrimidin-4-yl]-amine). Reactants: Cc1ccc(S(=O)(=O)OCC2CCCN2C(=O)OC(C)(C)C)cc1, Oc1ccc(OCc2ccccc2)cc1, [H-], [Na+], CN(C)C=O. Yields the product CC(C)(C)OC(=O)N1CCCC1COc1ccc(OCc2ccccc2)cc1. As a reaction SMILES: [C:18]([CH3:19])([CH3:20])([CH3:21])[O:22][C:23](=[O:24])[N:25]1[CH:26]([CH2:30][O:31][S:32]([c:33]2[cH:34][cH:35][c:36]([CH3:37])[cH:38][cH:39]2)(=[O:40])=[O:41])[CH2:27][CH2:28][CH2:29]1.[CH2:3]([c:4]1[cH:5][cH:6][cH:7][cH:8][cH:9]1)[O:10][c:11]1[cH:12][cH:13][c:14]([OH:17])[cH:15][cH:16]1.[H-:2].[Na+:1].[O:42]=[CH:43][N:44]([CH3:45])[CH3:46]>>[CH2:3]([c:4]1[cH:5][cH:6][cH:7][cH:8][cH:9]1)[O:10][c:11]1[cH:12][cH:13][c:14]([O:17][CH2:30][CH:26]2[N:25]([C:23]([O:22][C:18]([CH3:19])([CH3:20])[CH3:21])=[O:24])[CH2:29][CH2:28][CH2:27]2)[cH:15][cH:16]1. The reactants are C(C)OC(C1=C(C=CC=C1OC1=C(C2=C(C=C1)OCO2)C=CC)F)=O (ethyl-2-fluoro-6-[2-(1-propenyl)-3,4 (methylenedioxy)phenoxy]benzoate), O (Water), [H-].[Na+] (Sodium hydride), C1OC2=C(O1)C=C(C=C2)O (sesamol), C1CCOC1 (THF). Solvent: C(C)(=O)OCC (ethyl acetate), CS(=O)C (DMSO). Reaction conditions: time 20 minute. Product: C1OC=2C=C(OC3=C(C(=O)OCC)C(=CC=C3)OC3=C(C=C4C(=C3)OCO4)C=CC)C=CC2O1 (Ethyl 2-(3,4-methylenedioxy)phenoxy-6-[2-(1-propenyl)-4,5-(methylenedioxy)phenoxy]benzoate). RXN SMILES: [H-].[Na+].[CH2:3]1[O:7][C:6]2[CH:8]=[C:9]([OH:12])[CH:10]=[CH:11][C:5]=2[O:4]1.[CH2:13]([O:15][C:16](=[O:37])[C:17]1[C:22]([O:23][C:24]2[CH:29]=[CH:28][C:27]3[O:30][CH2:31][O:32][C:26]=3[C:25]=2C=CC)=[CH:21][CH:20]=[CH:19][C:18]=1F)[CH3:14].O.[CH2:39]1[CH2:43]OC[CH2:40]1>CS(C)=O.C(OCC)(=O)C>[CH2:31]1[O:30][C:27]2[CH:28]=[CH:29][C:24]([O:23][C:22]3[CH:21]=[CH:20][CH:19]=[C:18]([O:12][C:9]4[CH:8]=[C:6]5[O:7][CH2:3][O:4][C:5]5=[CH:11][C:10]=4[CH:40]=[CH:39][CH3:43])[C:17]=3[C:16]([O:15][CH2:13][CH3:14])=[O:37])=[CH:25][C:26]=2[O:32]1 |f:0.1|. Procedure details: Sodium hydride (308 mg, 7.69 mmol) was added to a solution of sesamol (967 mg, 6.99 mmol) in dry THF (5 ml), and the solution was stirred at room temperature for 20 minutes. The THF was then removed under pressure and the remaining sodium salt of sesamol was placed under vacuum for 10 minutes. Dry DMSO (8 ml) followed immediately by ethyl-2-fluoro-6-[2-(1-propenyl)-3,4 (methylenedioxy)phenoxy]benzoate (2.41 g, 6.99 mmol) in dry DMSO were added. The resulting dark brown mixture was heated at 80° ... The reactants are CSC1=C(C=CC=C1F)NC(C(F)(F)F)=O (N-(2-Methylthio-3-fluorophenyl)trifluoroacetamide), [OH-].[K+] (potassium hydroxide). The solvent is CO (methanol). Run at time 1.5 hour. Yields the product FC=1C(=C(N)C=CC1)SC (3-fluoro-2-(methylthio)aniline). The yield is 81.8%. RXN SMILES: [CH3:1][S:2][C:3]1[C:8]([F:9])=[CH:7][CH:6]=[CH:5][C:4]=1[NH:10]C(=O)C(F)(F)F.[OH-].[K+]>CO>[F:9][C:8]1[C:3]([S:2][CH3:1])=[C:4]([CH:5]=[CH:6][CH:7]=1)[NH2:10] |f:1.2|. Procedure: N-(2-Methylthio-3-fluorophenyl)trifluoroacetamide (2.36 g crude, 9.33 mmol, prepared as described by McKittrick, J. Het. Chem. 1990, 27, 2151-2163) was taken up in methanol (40 mL), and solid potassium hydroxide (1.57 g, 28.0 mmol) was added portionwise at room temperature. The mixture was heated to reflux. After 1.5 hours, the mixture was cooled to room temperature, and the solvent volume reduced to 5 mL by evaporation under reduced pressure. The residue was taken up in deionized water (30 mL) ...